Task: describe an organic reaction: reactants, conditions, products, and yield. Dataset: the Open Reaction Database (ORD), a public repository of structured organic reaction records Procedure: To a stirred solution of Nα-isobutyl-Nα-(4-methylbenzenesulfonyl)-L-lysine methyl ester (369 mg, 1 mmol, example 65, step C) in THF/K2CO3(1M) (3 mL/3 mL) was added Nα-(4-methylbenzenesulfonyl)-L-phenylalanine N-hydroxysuccinimmide ester (500 mg, 1.2 mmol). The reaction mixture was stirred overnight, then diluted with 1N HCl and extracted with EtOAc. The organic layer was dried (MgSO4) and concentrated. The crude was purified by flash chromatography using hexane/EtOAc as eluent to afford the desi... The reactants are COC([C@@H](N(S(=O)(=O)C1=CC=C(C=C1)C)CC(C)C)CCCCN)=O (Nα-isobutyl-Nα-(4-methylbenzenesulfonyl)-L-lysine methyl ester), CC1=CC=C(C=C1)S(=O)(=O)N[C@@H](CC1=CC=CC=C1)C(=O)O (Nα-(4-methylbenzenesulfonyl)-L-phenylalanine). Product: CC1=CC=C(C=C1)S(=O)(=O)N[C@@H](CC2=CC=CC=C2)C(=O)NCCCC[C@@H](C(=O)OC)N(CC(C)C)S(=O)(=O)C3=CC=C(C=C3)C (Nα-Isobutyl-Nα-(4-methylbenzenesulfonyl)-Nε-[N′α-(4-methylbenzenesulfonyl)-L-phenylalanyl]-L-lysine Methyl Ester). RXN SMILES: [CH3:1][O:2][C:3](=[O:25])[C@H:4]([CH2:20][CH2:21][CH2:22][CH2:23][NH2:24])[N:5]([CH2:16][CH:17]([CH3:19])[CH3:18])[S:6]([C:9]1[CH:14]=[CH:13][C:12]([CH3:15])=[CH:11][CH:10]=1)(=[O:8])=[O:7].[CH3:26][C:27]1[CH:32]=[CH:31][C:30]([S:33]([NH:36][C@H:37]([C:45](O)=[O:46])[CH2:38][C:39]2[CH:44]=[CH:43][CH:42]=[CH:41][CH:40]=2)(=[O:35])=[O:34])=[CH:29][CH:28]=1>C1COCC1.C([O-])([O-])=O.[K+].[K+].Cl>[CH3:26][C:27]1[CH:32]=[CH:31][C:30]([S:33]([NH:36][C@H:37]([C:45]([NH:24][CH2:23][CH2:22][CH2:21][CH2:20][C@H:4]([N:5]([S:6]([C:9]2[CH:14]=[CH:13][C:12]([CH3:15])=[CH:11][CH:10]=2)(=[O:8])=[O:7])[CH2:16][CH:17]([CH3:18])[CH3:19])[C:3]([O:2][CH3:1])=[O:25])=[O:46])[CH2:38][C:39]2[CH:40]=[CH:41][CH:42]=[CH:43][CH:44]=2)(=[O:35])=[O:34])=[CH:29][CH:28]=1 |f:2.3.4.5|. Isolated yield 77.0%. Conditions: time 8 hour. The solvent is Cl (HCl), C1CCOC1.C(=O)([O-])[O-].[K+].[K+] (THF K2CO3). Starting materials: C=Cc1ccc(F)c(Br)c1, C1COCCN1, ClCCl, COCCOC, [K+], [K+], [K+], O=C(C=Cc1ccccc1)C=Cc1ccccc1, O=C(C=Cc1ccccc1)C=Cc1ccccc1, O=C(C=Cc1ccccc1)C=Cc1ccccc1, O=P([O-])([O-])[O-], [Pd], [Pd]. Yields the product C=Cc1ccc(F)c(N2CCOCC2)c1. As a reaction SMILES: [Br:1][c:2]1[c:3]([F:10])[cH:4][cH:5][c:6]([CH:8]=[CH2:9])[cH:7]1.[CH2:11]1[CH2:12][O:13][CH2:14][CH2:15][NH:16]1.[CH2:31]([Cl:32])[Cl:33].[CH3:25][O:26][CH2:27][CH2:28][O:29][CH3:30].[K+:22].[K+:23].[K+:24].[O:36]=[C:37]([CH:38]=[CH:39][c:40]1[cH:41][cH:42][cH:43][cH:44][cH:45]1)[CH:46]=[CH:47][c:48]1[cH:49][cH:50][cH:51][cH:52][cH:53]1.[O:54]=[C:55]([CH:56]=[CH:57][c:58]1[cH:59][cH:60][cH:61][cH:62][cH:63]1)[CH:64]=[CH:65][c:66]1[cH:67][cH:68][cH:69][cH:70][cH:71]1.[O:72]=[C:73]([CH:74]=[CH:75][c:76]1[cH:77][cH:78][cH:79][cH:80][cH:81]1)[CH:82]=[CH:83][c:84]1[cH:85][cH:86][cH:87][cH:88][cH:89]1.[P:17]([O-:18])([O-:19])([O-:20])=[O:21].[Pd:34].[Pd:35]>>[c:2]1([N:16]2[CH2:11][CH2:12][O:13][CH2:14][CH2:15]2)[c:3]([F:10])[cH:4][cH:5][c:6]([CH:8]=[CH2:9])[cH:7]1. Starting materials: [H][H] (hydrogen), C(C1=CC=CC=C1)OC[C@H]1[C@H](C=C[C@@H]1CC(=O)OC)O ((1S,2S,3S)-2-benzyloxymethyl-3-methoxycarbonylmethyl-4-cyclopenten-1-ol). The reagents and catalysts are [Pt]=O (platinum oxide). Run in C(C)OCC (diethyl ether). Conditions: time 2.5 hour. The product is C(C1=CC=CC=C1)OC[C@H]1[C@@H](CC[C@H]1CC(=O)OC)O ((1R,2S,3S)-2-benzyloxymethyl-3-methoxycarbonylmethylcyclopentan-1-ol). The yield is 85.0%. As a reaction SMILES: [H][H].[CH2:3]([O:10][CH2:11][C@@H:12]1[C@@H:16]([CH2:17][C:18]([O:20][CH3:21])=[O:19])[CH:15]=[CH:14][C@@H:13]1[OH:22])[C:4]1[CH:9]=[CH:8][CH:7]=[CH:6][CH:5]=1>[Pt]=O.C(OCC)C>[CH2:3]([O:10][CH2:11][C@@H:12]1[C@H:16]([CH2:17][C:18]([O:20][CH3:21])=[O:19])[CH2:15][CH2:14][C@H:13]1[OH:22])[C:4]1[CH:5]=[CH:6][CH:7]=[CH:8][CH:9]=1. Reported procedure: In an atmosphere of hydrogen, a mixture of 10.0 g of (1S,2S,3S)-2-benzyloxymethyl-3-methoxycarbonylmethyl-4-cyclopenten-1-ol (prepared in Reference Example 1), 60.0 mg of platinum oxide and 50 ml of diethyl ether was stirred for 2.5 hrs at room temperature. The mixture was filtered for removing platinum oxide. The filtrate was concentrated under reduced pressure. The residue was purified by column chromatography on silica gel using a mixture of cyclohexane and ethyl acetate (2:1) as eluent to gi... The reactants are ClC1=CC(=NC=N1)C(=O)NC1=C(C=C(C=C1)S(=O)(=O)Cl)C (4-(6-chloropyrimidine-4-carboxamido)-3-methylbenzene-1-sulfonyl chloride), ClC1=CC(=NC=N1)C(=O)NC1=C(C=C(C=C1)S(=O)(=O)Cl)C (4-(6-chloropyrimidine-4-carboxamido)-3-methylbenzene-1-sulfonyl chloride), Cl.NCCC(=O)OC(C)(C)C (tert-butyl 3-aminopropanoate hydrochloride), C(C)(C)NC(C)C (diisopropylamine). Run in C1CCOC1 (THF). Reaction conditions: time 18 hour. The product is ClC1=CC(=NC=N1)C(=O)NC1=C(C=C(C=C1)S(=O)(=O)NCCC(=O)OC(C)(C)C)C (tert-butyl 3-(4-(6-chloropyrimidine-4-carboxamido)-3-methylphenylsulfonamido)propanoate). As a reaction SMILES: [Cl:1][C:2]1[N:7]=[CH:6][N:5]=[C:4]([C:8]([NH:10][C:11]2[CH:16]=[CH:15][C:14]([S:17](Cl)(=[O:19])=[O:18])=[CH:13][C:12]=2[CH3:21])=[O:9])[CH:3]=1.Cl.[NH2:23][CH2:24][CH2:25][C:26]([O:28][C:29]([CH3:32])([CH3:31])[CH3:30])=[O:27].C(NC(C)C)(C)C>C1COCC1>[Cl:1][C:2]1[N:7]=[CH:6][N:5]=[C:4]([C:8]([NH:10][C:11]2[CH:16]=[CH:15][C:14]([S:17]([NH:23][CH2:24][CH2:25][C:26]([O:28][C:29]([CH3:32])([CH3:31])[CH3:30])=[O:27])(=[O:19])=[O:18])=[CH:13][C:12]=2[CH3:21])=[O:9])[CH:3]=1 |f:1.2|. Procedure details: A solution of 4-(6-chloropyrimidine-4-carboxamido)-3-methylbenzene-1-sulfonyl chloride (Intermediate 30, 1.2g; 3.47 mmol) in THF (100 ml) was treated with tert-butyl 3-aminopropanoate hydrochloride (800 mg; 4.4 mmol) and diisopropylamine (2 ml; 14.3 mmol). After stirring at RT for 18 hours the solvent was removed in vacuo and the residue redissolved in DCM and washed with water. The organic extracts were passed through a hydrophobic frit and the solvent removed in vacuo. The residue was purified... Starting materials: C, CCO, Cc1cc2c(N3CCOCC3)c(F)cc(Br)c2[nH]1, [Pd]. The product is Cc1cc2c(N3CCOCC3)c(F)ccc2[nH]1. RXN SMILES: [C:22].[CH3:19][CH2:20][OH:21].[CH3:1][c:2]1[nH:3][c:4]2[c:5]([Br:18])[cH:6][c:7]([F:17])[c:8]([N:11]3[CH2:12][CH2:13][O:14][CH2:15][CH2:16]3)[c:9]2[cH:10]1.[Pd:23]>>[CH3:1][c:2]1[nH:3][c:4]2[cH:5][cH:6][c:7]([F:17])[c:8]([N:11]3[CH2:12][CH2:13][O:14][CH2:15][CH2:16]3)[c:9]2[cH:10]1. The reactants are COC1=CC=C(C=C1)S(=O)(=O)N([C@@H](C(=O)OC(C)(C)C)CC(C)C)CC1=CC=CC=C1 (t-Butyl 2(R)-[[4-methoxybenzenesulfonyl](benzyl)amino]-4-methylpentanoate). The solvent is C(Cl)Cl (methylene chloride). Run at time 8 hour. Product: COC1=CC=C(C=C1)S(=O)(=O)N([C@@H](C(=O)O)CC(C)C)CC1=CC=CC=C1 (2(R)-[[4-methoxybenzenesulfonyl](benzyl)amino]-4-methylpentanoic acid). Reaction SMILES: [CH3:1][O:2][C:3]1[CH:8]=[CH:7][C:6]([S:9]([N:12]([CH2:25][C:26]2[CH:31]=[CH:30][CH:29]=[CH:28][CH:27]=2)[C@H:13]([CH2:21][CH:22]([CH3:24])[CH3:23])[C:14]([O:16]C(C)(C)C)=[O:15])(=[O:11])=[O:10])=[CH:5][CH:4]=1>C(Cl)Cl>[CH3:1][O:2][C:3]1[CH:4]=[CH:5][C:6]([S:9]([N:12]([CH2:25][C:26]2[CH:27]=[CH:28][CH:29]=[CH:30][CH:31]=2)[C@H:13]([CH2:21][CH:22]([CH3:24])[CH3:23])[C:14]([OH:16])=[O:15])(=[O:11])=[O:10])=[CH:7][CH:8]=1. Procedure: t-Butyl 2(R)-[[4-methoxybenzenesulfonyl](benzyl)amino]-4-methylpentanoate (5.38 g, 12.02 mmol) is dissolved in methylene chloride (100.0 mL). Hydrochloric acid gas (from a lecture bottle) is bubbled through the solution for 20 minutes. The reaction is sealed and stirred overnight at room temperature. The solvent is then evaporated to give 2(R)-[[4-methoxybenzenesulfonyl](benzyl)amino]-4-methylpentanoic acid. The reactants are C(C)N1CC2=C(C(C1)O)SC(=C2)C (5-ethyl-2-methyl-4,5,6,7-tetrahydrothieno[3,2-c]pyridin-7-ol), BrC1=C(C=CC=C1)F (2-bromo-1-fluorobenzene). Product: BrC1=C(C=CC=C1)OC1C2=C(CN(C1)CC)C=C(S2)C (7-(2-Bromophenyloxy)-5-ethyl-2-methyl-4,5,6,7-tetrahydrothieno[3,2-c]pyridine). As a reaction SMILES: [CH2:1]([N:3]1[CH2:8][CH:7]([OH:9])[C:6]2[S:10][C:11]([CH3:13])=[CH:12][C:5]=2[CH2:4]1)[CH3:2].[Br:14][C:15]1[CH:20]=[CH:19][CH:18]=[CH:17][C:16]=1F>>[Br:14][C:15]1[CH:20]=[CH:19][CH:18]=[CH:17][C:16]=1[O:9][CH:7]1[CH2:8][N:3]([CH2:1][CH3:2])[CH2:4][C:5]2[CH:12]=[C:11]([CH3:13])[S:10][C:6]1=2. Procedure: The same method as in Example 1 was conducted using 5-ethyl-2-methyl-4,5,6,7-tetrahydrothieno[3,2-c]pyridin-7-ol (Reference Example 32) instead of 6-methyl-4,5,6,7-tetrahydrothieno[2,3-c]pyridin-4-ol (Reference Example 6) and was conducted using 2-bromo-1-fluorobenzene instead of 1-fluoronaphthalene to give the objective compound. Reactants: CC(C)(C)OC(=O)NCC(=O)O, CCN=C=NCCCN(C)C, CCN(C(C)C)C(C)C, Cl, O=C(O)C(F)(F)F, CC(C)CC(N)C(=O)OCCOc1ccc(-c2c(C#N)c(SCc3csc(-c4ccc(Cl)cc4)n3)nc(N3CCCC3)c2C#N)cc1, CN(C)C=O, O, O, On1nnc2ccccc21. Product: CC(C)CC(NC(=O)CNC(=O)OC(C)(C)C)C(=O)OCCOc1ccc(-c2c(C#N)c(SCc3csc(-c4ccc(Cl)cc4)n3)nc(N3CCCC3)c2C#N)cc1. As a reaction SMILES: [C:1]([CH3:2])([CH3:3])([CH3:4])[O:5][C:6](=[O:7])[NH:8][CH2:9][C:10](=[O:11])[OH:12].[CH3:14][N:15]([CH3:16])[CH2:17][CH2:18][CH2:19][N:20]=[C:21]=[N:22][CH2:23][CH3:24].[CH:36]([N:37]([CH2:38][CH3:39])[CH:40]([CH3:41])[CH3:42])([CH3:43])[CH3:44].[ClH:13].[F:45][C:46]([F:47])([F:48])[C:49]([OH:50])=[O:51].[NH2:52][CH:53]([CH2:54][CH:55]([CH3:56])[CH3:57])[C:58](=[O:59])[O:60][CH2:61][CH2:62][O:63][c:64]1[cH:65][cH:66][c:67](-[c:70]2[c:71]([C:97]#[N:98])[c:72]([S:83][CH2:84][c:85]3[n:86][c:87](-[c:90]4[cH:91][cH:92][c:93]([Cl:96])[cH:94][cH:95]4)[s:88][cH:89]3)[n:73][c:74]([N:78]3[CH2:79][CH2:80][CH2:81][CH2:82]3)[c:75]2[C:76]#[N:77])[cH:68][cH:69]1.[O:99]=[CH:100][N:101]([CH3:102])[CH3:103].[OH2:104].[OH2:25].[OH:26][n:27]1[c:28]2[cH:29][cH:30][cH:31][cH:32][c:33]2[n:34][n:35]1>>[C:1]([CH3:2])([CH3:3])([CH3:4])[O:5][C:6](=[O:7])[NH:8][CH2:9][C:10](=[O:12])[NH:52][CH:53]([CH2:54][CH:55]([CH3:56])[CH3:57])[C:58](=[O:59])[O:60][CH2:61][CH2:62][O:63][c:64]1[cH:65][cH:66][c:67](-[c:70]2[c:71]([C:97]#[N:98])[c:72]([S:83][CH2:84][c:85]3[n:86][c:87](-[c:90]4[cH:91][cH:92][c:93]([Cl:96])[cH:94][cH:95]4)[s:88][cH:89]3)[n:73][c:74]([N:78]3[CH2:79][CH2:80][CH2:81][CH2:82]3)[c:75]2[C:76]#[N:77])[cH:68][cH:69]1. Reactants: C(=O)([O-])[O-].[K+].[K+] (K2CO3), CI (methyl iodide), FC1=CC=C(C=C1)S(=O)(=O)N[C@H](C(=O)OC)C(C)O (methyl (2S)-2-[(4-fluorophenyl)sulfonylamino]-3-hydroxy-butanoate). The solvent is C(C)(=O)OCC (ethyl acetate), CN(C)C=O (DMF). Run at time 8 hour. The product is CN([C@H](C(=O)OC)C(C)O)S(=O)(=O)C1=CC=C(C=C1)F (methyl (2S)-2-[methyl-(4-fluorophenyl)sulfonyl-amino]-3-hydroxy-butanoate). The yield is 86.2%. RXN SMILES: [F:1][C:2]1[CH:7]=[CH:6][C:5]([S:8]([NH:11][C@@H:12]([CH:17]([OH:19])[CH3:18])[C:13]([O:15][CH3:16])=[O:14])(=[O:10])=[O:9])=[CH:4][CH:3]=1.[C:20]([O-])([O-])=O.[K+].[K+].CI>CN(C=O)C.C(OCC)(=O)C>[CH3:20][N:11]([S:8]([C:5]1[CH:4]=[CH:3][C:2]([F:1])=[CH:7][CH:6]=1)(=[O:9])=[O:10])[C@@H:12]([CH:17]([OH:19])[CH3:18])[C:13]([O:15][CH3:16])=[O:14] |f:1.2.3|. Procedure: Compound 9A (5.5 g, 19 mmol) dissolved in DMF (15 ml) was added with K2CO3 (1.1 equiv., 2.75 g) and methyl iodide (1.1 equiv., 1.94 ml) and the reaction was stirred at rt overnight. The reaction was diluted with ethyl acetate and washed several times with water and finally with Brine. The organic phase was dried over sodium sulfate and concentrated under vacuum. The purification of the crude residue by crystallization from ethyl ether and petroleum ether afforded 5 g of 10A as a semisolid. Yield...